Dataset: the Open Reaction Database (ORD), a public repository of structured organic reaction records. Task: describe an organic reaction: reactants, conditions, products, and yield Reactants: Cl.Cl.NC=1C=C(C=CC1)N1C=NC2=C1C=CC(=C2)C(=O)NCC=2C=NC=CC2 (1-(3-Aminophenyl)-N-(pyridin-3-ylmethyl)-1H-benzimidazole-5-carboxamide dihydrochloride), S1C(=CC=C1)S(=O)(=O)Cl (2-thiophenesulphonyl chloride). The solvent is N1=CC=CC=C1 (pyridine). Run at time 16 hour. Product: N1=CC(=CC=C1)CNC(=O)C1=CC2=C(N(C=N2)C2=CC(=CC=C2)NS(=O)(=O)C=2SC=CC2)C=C1 (N-pyridin-3-ylmethyl-1-{3-[(thien-2-ylsulfonyl)amino]phenyl}-1H-benzimidazole-5-carboxamide). As a reaction SMILES: Cl.Cl.[NH2:3][C:4]1[CH:5]=[C:6]([N:10]2[C:14]3[CH:15]=[CH:16][C:17]([C:19]([NH:21][CH2:22][C:23]4[CH:24]=[N:25][CH:26]=[CH:27][CH:28]=4)=[O:20])=[CH:18][C:13]=3[N:12]=[CH:11]2)[CH:7]=[CH:8][CH:9]=1.[S:29]1[CH:33]=[CH:32][CH:31]=[C:30]1[S:34](Cl)(=[O:36])=[O:35]>N1C=CC=CC=1>[N:25]1[CH:26]=[CH:27][CH:28]=[C:23]([CH2:22][NH:21][C:19]([C:17]2[CH:16]=[CH:15][C:14]3[N:10]([C:6]4[CH:7]=[CH:8][CH:9]=[C:4]([NH:3][S:34]([C:30]5[S:29][CH:33]=[CH:32][CH:31]=5)(=[O:36])=[O:35])[CH:5]=4)[CH:11]=[N:12][C:13]=3[CH:18]=2)=[O:20])[CH:24]=1 |f:0.1.2|. Procedure details: 1-(3-Aminophenyl)-N-(pyridin-3-ylmethyl)-1H-benzimidazole-5-carboxamide dihydrochloride (60 mg, 0.17 mmol) was dissolved in 2 mL pyridine at 0° C. and 2-thiophenesulphonyl chloride (31 mg, 0.17 mmol) was added in one portion to the mixture, and the reaction was stirred room temperature. After 16 h, the reaction mixture was concentrated in vacuo. The residue was purified using the Waters mass-directed HPLC purification system to yield N-pyridin-3-ylmethyl-1-{3-[(thien-2-ylsulfonyl)amino]phenyl}-1... Starting materials: C1COCCO1, CCN(C(C)C)C(C)C, O=C(Nc1cccc2c1C(=O)N(CCC1CCNCC1)C2=O)c1ccc(Cl)s1, CCI. The product is CCN1CCC(CCN2C(=O)c3cccc(NC(=O)c4ccc(Cl)s4)c3C2=O)CC1. As a reaction SMILES: [CH2:41]1[O:42][CH2:43][CH2:44][O:45][CH2:46]1.[CH:29]([CH3:30])([N:31]([CH2:32][CH3:33])[CH:34]([CH3:35])[CH3:36])[CH3:37].[Cl:1][c:2]1[cH:3][cH:4][c:5]([C:7](=[O:8])[NH:9][c:10]2[c:11]3[c:15]([cH:16][cH:17][cH:18]2)[C:14](=[O:19])[N:13]([CH2:20][CH2:21][CH:22]2[CH2:23][CH2:24][NH:25][CH2:26][CH2:27]2)[C:12]3=[O:28])[s:6]1.[I:38][CH2:39][CH3:40]>>[Cl:1][c:2]1[cH:3][cH:4][c:5]([C:7](=[O:8])[NH:9][c:10]2[c:11]3[c:15]([cH:16][cH:17][cH:18]2)[C:14](=[O:19])[N:13]([CH2:20][CH2:21][CH:22]2[CH2:23][CH2:24][N:25]([CH2:29][CH3:30])[CH2:26][CH2:27]2)[C:12]3=[O:28])[s:6]1. Reactants: O, O, [Pt], CC(O)c1ccccc1. Yields the product CC(=O)c1ccccc1. RXN SMILES: [O:1].[OH2:12].[Pt:11].[c:2]1([CH:8]([CH3:9])[OH:10])[cH:3][cH:4][cH:5][cH:6][cH:7]1>>[c:2]1([C:8]([CH3:9])=[O:10])[cH:3][cH:4][cH:5][cH:6][cH:7]1.